This data is from the Open Reaction Database (ORD), a public repository of structured organic reaction records. The task is: describe an organic reaction: reactants, conditions, products, and yield Starting materials: C(C)OC(CCC1=C(C=CC(=C1)C(=O)C1=CC(=CC=C1)C(=O)OCC)O)=O (5-[[3-(ethoxycarbonyl)phenyl]carbonyl]-2-hydroxybenzenepropanoic acid ethyl ester), BrCCCCCCBr (1,6-dibromohexane), C([O-])([O-])=O.[K+].[K+] (potassium carbonate). Run in CC(CC)=O (2-butanone). Product: C(C)OC(CCC1=C(C=CC(=C1)C(=O)C1=CC(=CC=C1)C(=O)OCC)OCCCCCCBr)=O (2-[(6-Bromohexyl)oxy]-5-[[3-(ethoxycarbonyl)phenyl]carbonyl]benzenepropanoic Acid Ethyl Ester). Yield: 76.0%. RXN SMILES: [CH2:1]([O:3][C:4](=[O:27])[CH2:5][CH2:6][C:7]1[CH:12]=[C:11]([C:13]([C:15]2[CH:20]=[CH:19][CH:18]=[C:17]([C:21]([O:23][CH2:24][CH3:25])=[O:22])[CH:16]=2)=[O:14])[CH:10]=[CH:9][C:8]=1[OH:26])[CH3:2].[Br:28][CH2:29][CH2:30][CH2:31][CH2:32][CH2:33][CH2:34]Br.C(=O)([O-])[O-].[K+].[K+]>CC(=O)CC>[CH2:1]([O:3][C:4](=[O:27])[CH2:5][CH2:6][C:7]1[CH:12]=[C:11]([C:13]([C:15]2[CH:20]=[CH:19][CH:18]=[C:17]([C:21]([O:23][CH2:24][CH3:25])=[O:22])[CH:16]=2)=[O:14])[CH:10]=[CH:9][C:8]=1[O:26][CH2:34][CH2:33][CH2:32][CH2:31][CH2:30][CH2:29][Br:28])[CH3:2] |f:2.3.4|. Procedure details: A mixture of 0.393 g (1.06 mmol) of 5-[[3-(ethoxycarbonyl)phenyl]carbonyl]-2-hydroxybenzenepropanoic acid ethyl ester, 2.06 g (8.44 mmol) of 1,6-dibromohexane, 0.882 g (6.39 mmol) of anhydrous granular potassium carbonate and 15 mL of 2-butanone was stirred and refluxed for 18.5 hrs. The resulting slurry was filtered with suction and the solids were washed thoroughly with ethyl acetate. The filtrate and washes were combined and concentrated in vacuo and the residue was purified by flash chromato...